Dataset: the Open Reaction Database (ORD), a public repository of structured organic reaction records. Task: describe an organic reaction: reactants, conditions, products, and yield The reactants are CCOC(=O)N1CCN(C(=O)C(CCC(=O)O)NC(=O)c2cc(OC3(C(=O)OCC)CCC3)n(-c3ccccc3)n2)CC1, CO, N. Product: CCOC(=O)N1CCN(C(=O)C(CCC(=O)O)NC(=O)c2cc(OC3(C(N)=O)CCC3)n(-c3ccccc3)n2)CC1. RXN SMILES: [CH2:1]([CH3:2])[O:3][C:4](=[O:5])[N:6]1[CH2:7][CH2:8][N:9]([C:12]([CH:13]([CH2:14][CH2:15][C:16](=[O:17])[OH:18])[NH:19][C:20](=[O:21])[c:22]2[n:23][n:24](-[c:37]3[cH:38][cH:39][cH:40][cH:41][cH:42]3)[c:25]([O:27][C:28]3([C:32](=[O:33])[O:34][CH2:35][CH3:36])[CH2:29][CH2:30][CH2:31]3)[cH:26]2)=[O:43])[CH2:10][CH2:11]1.[CH3:45][OH:46].[NH3:44]>>[CH2:1]([CH3:2])[O:3][C:4](=[O:5])[N:6]1[CH2:7][CH2:8][N:9]([C:12]([CH:13]([CH2:14][CH2:15][C:16](=[O:17])[OH:18])[NH:19][C:20](=[O:21])[c:22]2[n:23][n:24](-[c:37]3[cH:38][cH:39][cH:40][cH:41][cH:42]3)[c:25]([O:27][C:28]3([C:32](=[O:33])[NH2:44])[CH2:29][CH2:30][CH2:31]3)[cH:26]2)=[O:43])[CH2:10][CH2:11]1. The reactants are C(C)(C)(C)OC(=O)C=1N(C=CC1)C(CCCCC(=O)N1C(=CC=C1)C(=O)OC(C)(C)C)=O (1-[6-(2-tert-butoxycarbonyl-pyrrol-1-yl)-6-oxo-hexanoyl]-1H-pyrrole-2-carboxylic acid tert-butyl ester), FC(C(=O)O)(F)F (trifluoroacetic acid). Solvent: ClCCl (dichloromethane). Run at time 16 hour. Yields the product C(=O)(O)C=1N(C=CC1)C(CCCCC(=O)N1C(=CC=C1)C(=O)O)=O (1-[6-(2-Carboxy-pyrrol-1-yl)-6-oxo-hexanoyl]-1H-pyrrole-2-carboxylic acid). Yield: 97.8%. RXN SMILES: C([O:5][C:6]([C:8]1[N:9]([C:13](=[O:32])[CH2:14][CH2:15][CH2:16][CH2:17][C:18]([N:20]2[CH:24]=[CH:23][CH:22]=[C:21]2[C:25]([O:27]C(C)(C)C)=[O:26])=[O:19])[CH:10]=[CH:11][CH:12]=1)=[O:7])(C)(C)C.FC(F)(F)C(O)=O>ClCCl>[C:25]([C:21]1[N:20]([C:18](=[O:19])[CH2:17][CH2:16][CH2:15][CH2:14][C:13]([N:9]2[CH:10]=[CH:11][CH:12]=[C:8]2[C:6]([OH:7])=[O:5])=[O:32])[CH:24]=[CH:23][CH:22]=1)([OH:27])=[O:26]. Procedure details: To a stirred solution of 55 mg (0.12 mmol) 1-[6-(2-tert-butoxycarbonyl-pyrrol-1-yl)-6-oxo-hexanoyl]-1H-pyrrole-2-carboxylic acid tert-butyl ester in 8 ml dichloromethane at 0° C. was added dropwise 0.15 ml (1.97 mmol) trifluoroacetic acid and stirring continued for 16 h at room temperature. Concentration in vacuo and azeotroping three times with chloroform on a rotary evaporator afforded 39 mg (95%) of the title compound as an off-white crystalline solid. MS mle (%): 350 (M+NH4+, 100).